Task: describe an organic reaction: reactants, conditions, products, and yield. Dataset: the Open Reaction Database (ORD), a public repository of structured organic reaction records The reactants are ClC=1C=C(C=C(C1)Cl)C1(CC(=NO1)C1=CC(=C(C=C1)SCC1=CC=CC=C1)C)C(F)(F)F (5-(3,5-dichlorophenyl)-4,5-dihydro-3-[3-methyl-4-[(phenylmethyl)-thio]phenyl]-5-(trifluoromethyl)isoxazole), ClC=1C=C(C=C(C1)Cl)C1(CC(=NO1)C1=CC(=C(C=C1)SCC1=CC=CC=C1)C)C(F)(F)F (5-(3,5-dichlorophenyl)-4,5-dihydro-3-[3-methyl-4-[(phenylmethyl)thio]phenyl]-5-(trifluoromethyl)isoxazole), O (water), Cl (hydrochloride), Cl[O-].[Na+] (sodium hypochlorite). Solvent: C(Cl)Cl (methylene chloride), C(Cl)Cl (methylene chloride). Reaction conditions: time 1 hour. Product: ClC=1C=C(C=C(C1)Cl)C1(CC(=NO1)C1=CC(=C(C=C1)S(=O)(=O)Cl)C)C(F)(F)F (4-[5-(3,5-dichlorophenyl)-4,5-dihydro-5-(trifluoromethyl)-3-isoxazolyl]-2-methylbenzenesulfonyl chloride). RXN SMILES: [Cl:1][C:2]1[CH:3]=[C:4]([C:9]2([C:29]([F:32])([F:31])[F:30])[O:13][N:12]=[C:11]([C:14]3[CH:19]=[CH:18][C:17]([S:20]CC4C=CC=CC=4)=[C:16]([CH3:28])[CH:15]=3)[CH2:10]2)[CH:5]=[C:6]([Cl:8])[CH:7]=1.[OH2:33].[ClH:34].Cl[O-:36].[Na+]>C(Cl)Cl>[Cl:1][C:2]1[CH:3]=[C:4]([C:9]2([C:29]([F:32])([F:31])[F:30])[O:13][N:12]=[C:11]([C:14]3[CH:19]=[CH:18][C:17]([S:20]([Cl:34])(=[O:36])=[O:33])=[C:16]([CH3:28])[CH:15]=3)[CH2:10]2)[CH:5]=[C:6]([Cl:8])[CH:7]=1 |f:3.4|. Procedure details: To a solution of 5-(3,5-dichlorophenyl)-4,5-dihydro-3-[3-methyl-4-[(phenylmethyl)-thio]phenyl]-5-(trifluoromethyl)isoxazole (i.e. the product from Step A) (2.88 g, 5.8 mmol) in methylene chloride (50 mL) and water (50 mL) was added concentrated hydrochloride acid (1.92 mL, 20 mmol) at 5° C., followed by dropwise addition of sodium hypochlorite (6.15%—Clorox®brand) (50 mL). The reaction mixture was then stirred vigorously for 1 h. The reaction mixture was added to methylene chloride (100 mL) and ...